Dataset: the Open Reaction Database (ORD), a public repository of structured organic reaction records. Task: describe an organic reaction: reactants, conditions, products, and yield Starting materials: [Cl-].O1C(=CC=C1)C=1OC(=C(N1)C[P+](C1=CC=CC=C1)(C1=CC=CC=C1)C1=CC=CC=C1)C ([2-(2-Furyl)-5-methyl-4-oxazolylmethyl]triphenylphosphonium chloride), C(=O)C1=CC=C(C(=O)OC)C=C1 (methyl 4-formylbenzoate). The product is O1C(=CC=C1)C=1OC(=C(N1)/C=C/C1=CC=C(C(=O)OC)C=C1)C (methyl (E)-4-[2-[2-(2-furyl)-5-methyl-4-oxazolyl]vinyl]benzoate). RXN SMILES: [Cl-].[O:2]1[CH:6]=[CH:5][CH:4]=[C:3]1[C:7]1[O:8][C:9]([CH3:32])=[C:10]([CH2:12][P+](C2C=CC=CC=2)(C2C=CC=CC=2)C2C=CC=CC=2)[N:11]=1.[CH:33]([C:35]1[CH:44]=[CH:43][C:38]([C:39]([O:41][CH3:42])=[O:40])=[CH:37][CH:36]=1)=O>>[O:2]1[CH:6]=[CH:5][CH:4]=[C:3]1[C:7]1[O:8][C:9]([CH3:32])=[C:10](/[CH:12]=[CH:33]/[C:35]2[CH:44]=[CH:43][C:38]([C:39]([O:41][CH3:42])=[O:40])=[CH:37][CH:36]=2)[N:11]=1 |f:0.1|. Procedure details: [2-(2-Furyl)-5-methyl-4-oxazolylmethyl]triphenylphosphonium chloride and methyl 4-formylbenzoate were reacted in the same manner as in Reference Example 10 to yield methyl (E)-4-[2-[2-(2-furyl)-5-methyl-4-oxazolyl]vinyl]benzoate, which was then recrystallized from ethyl acetate to yield colorless prisms having a melting point of 142°-143° C. Starting materials: C1(CC1)C=1C=C(C(=NC1)N1CCN(CC1)C(=O)C1=C(C=C(C=C1)N1C(OC[C@H]1CO)=O)N1S(CCC1)(=O)=O)C ((R)-3-{4-[4-(5-cyclopropyl-3-methylpyridin-2-yl)piperazine-1-carbonyl]-3-(1,1-dioxoisothiazolidin-2-yl)phenyl}-4-hydroxymethyloxazolidin-2-one), CI (methyl iodide). Product: C1(CC1)C=1C=C(C(=NC1)N1CCN(CC1)C(=O)C1=C(C=C(C=C1)N1C(OC[C@H]1COC)=O)N1S(CCC1)(=O)=O)C ((R)-3-{4-[4-(5-cyclopropyl-3-methylpyridin-2-yl)piperazine-1-carbonyl]-3-(1,1-dioxoisothiazolidin-2-yl)phenyl}-4-methoxymethyloxazolidin-2-one). Yield: 73.5%. As a reaction SMILES: [CH:1]1([C:4]2[CH:5]=[C:6]([CH3:39])[C:7]([N:10]3[CH2:15][CH2:14][N:13]([C:16]([C:18]4[CH:23]=[CH:22][C:21]([N:24]5[C@H:28]([CH2:29][OH:30])[CH2:27][O:26][C:25]5=[O:31])=[CH:20][C:19]=4[N:32]4[CH2:36][CH2:35][CH2:34][S:33]4(=[O:38])=[O:37])=[O:17])[CH2:12][CH2:11]3)=[N:8][CH:9]=2)[CH2:3][CH2:2]1.[CH3:40]I>>[CH:1]1([C:4]2[CH:5]=[C:6]([CH3:39])[C:7]([N:10]3[CH2:11][CH2:12][N:13]([C:16]([C:18]4[CH:23]=[CH:22][C:21]([N:24]5[C@H:28]([CH2:29][O:30][CH3:40])[CH2:27][O:26][C:25]5=[O:31])=[CH:20][C:19]=4[N:32]4[CH2:36][CH2:35][CH2:34][S:33]4(=[O:37])=[O:38])=[O:17])[CH2:14][CH2:15]3)=[N:8][CH:9]=2)[CH2:3][CH2:2]1. Procedure details: By reaction and treatment in the same manner as in Preparation Example 93 and using (R)-3-{4-[4-(5-cyclopropyl-3-methylpyridin-2-yl)piperazine-1-carbonyl]-3-(1,1-dioxoisothiazolidin-2-yl)phenyl}-4-hydroxymethyloxazolidin-2-one (778 mg) described in Example 317 and methyl iodide (238 mg), the title compound (586 mg) was obtained.